Dataset: the Open Reaction Database (ORD), a public repository of structured organic reaction records. Task: describe an organic reaction: reactants, conditions, products, and yield Solvent: C(C)OCC (diethyl ether), C(C)OCC (diethyl ether). Reaction conditions: time 15 minute. Procedure: To a solution of methyl 5-bromo-5-chloroformylpentanoate (2.57 g) in diethyl ether (15 ml) was added a mixture of phenol (0.94 g) and diisopropylethylamine (1.30 g) in diethyl ether (10 ml). The mixture was stirred at room temperature for 15 minutes and poured into ice water and diluted hydrochloric acid. The organic layer was washed with water, dried over magnesium sulfate and evaporated. The residue was chromatographed on silica gel eluting with a mixture of n-hexane and ethyl acetate (5:1) to... Yields the product BrC(CCCC(=O)OC)C(=O)OC1=CC=CC=C1 (methyl 5-bromo-5-phenoxycarbonylpentanoate). The yield is 74.1%. RXN SMILES: [Br:1][CH:2]([C:10](Cl)=[O:11])[CH2:3][CH2:4][CH2:5][C:6]([O:8][CH3:9])=[O:7].[C:13]1([OH:19])[CH:18]=[CH:17][CH:16]=[CH:15][CH:14]=1.C(N(C(C)C)CC)(C)C.Cl>C(OCC)C>[Br:1][CH:2]([C:10]([O:19][C:13]1[CH:18]=[CH:17][CH:16]=[CH:15][CH:14]=1)=[O:11])[CH2:3][CH2:4][CH2:5][C:6]([O:8][CH3:9])=[O:7]. Reactants: C1(=CC=CC=C1)O (phenol), C(C)(C)N(CC)C(C)C (diisopropylethylamine), BrC(CCCC(=O)OC)C(=O)Cl (methyl 5-bromo-5-chloroformylpentanoate), ice water, Cl (hydrochloric acid). Product: CCc1cc(OCCCS(C)(=O)=O)cc(CC)c1-c1cccc(CO)c1. As a reaction SMILES: [BH4-:29].[CH2:1]([CH3:2])[c:3]1[c:4](-[c:19]2[cH:20][c:21]([CH:25]=[O:26])[cH:22][cH:23][cH:24]2)[c:5]([CH2:17][CH3:18])[cH:6][c:7]([O:9][CH2:10][CH2:11][CH2:12][S:13](=[O:14])(=[O:15])[CH3:16])[cH:8]1.[CH3:27][OH:28].[Na+:30].[O:44]1[CH2:45][CH2:46][CH2:47][CH2:48]1.[OH:31][C:32]([CH2:33][C:34]([C:35](=[O:36])[OH:37])([CH2:38][C:39](=[O:40])[OH:41])[OH:42])=[O:43]>>[CH2:1]([CH3:2])[c:3]1[c:4](-[c:19]2[cH:20][c:21]([CH2:25][OH:26])[cH:22][cH:23][cH:24]2)[c:5]([CH2:17][CH3:18])[cH:6][c:7]([O:9][CH2:10][CH2:11][CH2:12][S:13](=[O:14])(=[O:15])[CH3:16])[cH:8]1. Reactants: [BH4-], CCc1cc(OCCCS(C)(=O)=O)cc(CC)c1-c1cccc(C=O)c1, CO, [Na+], C1CCOC1, O=C(O)CC(O)(CC(=O)O)C(=O)O. Reactants: C1(=CC=CC=C1)C1=NCC=2N(C3=C1C=CC=C3)C=NN2 (6-phenyl-4H-s-triazolo[4,3-a][1,4]-benzodiazepine), C(CC)NCCC (dipropylamine), ClC=1C=CC2=C(C(=NCC=3N2C(=NN3)CCl)C3=CC=CC=C3)C1 (8-chloro-1-(chloromethyl)-6-phenyl-4H-s-triazolo[4,3-a]-[1,4]-benzodiazepine). Yields the product ClC=1C=CC2=C(C(=NCC=3N2C(=NN3)CN(CC)CC)C3=CC=CC=C3)C1 (8-Chloro-1-[(diethylamino)methyl]-6-phenyl-4H-s-triazolo[4,3-a][1,4]benzodiazepine). Reaction SMILES: [C:1]1([C:7]2C3C=CC=CC=3N3C=NN=[C:10]3[CH2:9][N:8]=2)C=CC=CC=1.C(NCCC)CC.[Cl:28][C:29]1[CH:30]=[CH:31][C:32]2[N:38]3[C:39]([CH2:42]Cl)=[N:40][N:41]=[C:37]3[CH2:36][N:35]=[C:34]([C:44]3[CH:49]=[CH:48][CH:47]=[CH:46][CH:45]=3)[C:33]=2[CH:50]=1>>[Cl:28][C:29]1[CH:30]=[CH:31][C:32]2[N:38]3[C:39]([CH2:42][N:8]([CH2:9][CH3:10])[CH2:7][CH3:1])=[N:40][N:41]=[C:37]3[CH2:36][N:35]=[C:34]([C:44]3[CH:45]=[CH:46][CH:47]=[CH:48][CH:49]=3)[C:33]=2[CH:50]=1. Reported procedure: In the manner given in Example 4, 8-chloro-1-[di-propylamino)methyl]-6-phenyl-4H-s-triazolo[4,3-a][1,4]-benzodiazepine is prepared by reacting dipropylamine with 8-chloro-1-(chloromethyl)-6-phenyl-4H-s-triazolo[4,3-a]-[1,4]-benzodiazepine. Procedure: 4-Piperidin-4-yl-1,3-dihydroindol-2-one (45 mg, 0.2 mmol) was condensed with 4-(2-carboxyethyl)-5-formyl-2-methyl-1H-pyrrole-3-carboxylic acid ethyl ester (56 mg, 0.23 mmol) to give the title compound. The product is C(C)OC(=O)C1=C(NC(=C1CCC(=O)O)C=C1C(NC2=CC=CC(=C12)C1CCNCC1)=O)C (4-(2-Carboxyethyl)-2-methyl-5-(2-oxo-4-piperidin-4-yl-1,2-dihydroindol-3-ylidenemethyl)-1H-pyrrole-3-carboxylic Acid Ethyl Ester). Reaction SMILES: [NH:1]1[CH2:6][CH2:5][CH:4]([C:7]2[CH:15]=[CH:14][CH:13]=[C:12]3[C:8]=2[CH2:9][C:10](=[O:16])[NH:11]3)[CH2:3][CH2:2]1.[CH2:17]([O:19][C:20]([C:22]1[C:26]([CH2:27][CH2:28][C:29]([OH:31])=[O:30])=[C:25]([CH:32]=O)[NH:24][C:23]=1[CH3:34])=[O:21])[CH3:18]>>[CH2:17]([O:19][C:20]([C:22]1[C:26]([CH2:27][CH2:28][C:29]([OH:31])=[O:30])=[C:25]([CH:32]=[C:9]2[C:8]3[C:12](=[CH:13][CH:14]=[CH:15][C:7]=3[CH:4]3[CH2:3][CH2:2][NH:1][CH2:6][CH2:5]3)[NH:11][C:10]2=[O:16])[NH:24][C:23]=1[CH3:34])=[O:21])[CH3:18]. Reactants: N1CCC(CC1)C1=C2CC(NC2=CC=C1)=O (4-Piperidin-4-yl-1,3-dihydroindol-2-one), C(C)OC(=O)C1=C(NC(=C1CCC(=O)O)C=O)C (4-(2-carboxyethyl)-5-formyl-2-methyl-1H-pyrrole-3-carboxylic acid ethyl ester). Starting materials: [N+](=O)([O-])C=1C=NSC1OC1CCN(CC1)C(=O)OC(C)(C)C (tert-butyl 4-(4-nitroisothiazol-5-yloxy)piperidine-1-carboxylate), [N+](=O)([O-])C=1C=NSC1N1CCOCC1 (4-(4-nitroisothiazol-5-yl)morpholine). The product is O1CCN(CC1)C1=C(C=NS1)N (5-morpholinoisothiazol-4-amine). RXN SMILES: [N+](C1C=NSC=1OC1CCN(C(OC(C)(C)C)=O)CC1)([O-])=O.[N+:23]([C:26]1[CH:27]=[N:28][S:29][C:30]=1[N:31]1[CH2:36][CH2:35][O:34][CH2:33][CH2:32]1)([O-])=O>>[O:34]1[CH2:35][CH2:36][N:31]([C:30]2[S:29][N:28]=[CH:27][C:26]=2[NH2:23])[CH2:32][CH2:33]1. Procedure: Following the procedure described in Example 1, and substituting Compound 1C3 in Step (3) with 4-(4-nitroisothiazol-5-yl)morpholine (6C6) (500 mg, 2.32 mmol) the compound 6D8 (300 mg, 1.62 mmol) was obtained. The reactants are Br, Cc1ccc(S(=O)(=O)N2CCC(Sc3ccc(Cl)c(Cl)c3)CC2)cc1, O, Oc1ccccc1. Yields the product Br, Clc1ccc(SC2CCNCC2)cc1Cl. Reaction SMILES: [BrH:33].[Cl:1][c:2]1[cH:3][c:4]([S:9][CH:10]2[CH2:11][CH2:12][N:13]([S:16]([c:17]3[cH:18][cH:19][c:20]([CH3:21])[cH:22][cH:23]3)(=[O:24])=[O:25])[CH2:14][CH2:15]2)[cH:5][cH:6][c:7]1[Cl:8].[OH2:34].[OH:26][c:27]1[cH:28][cH:29][cH:30][cH:31][cH:32]1>>[BrH:33].[Cl:1][c:2]1[cH:3][c:4]([S:9][CH:10]2[CH2:11][CH2:12][NH:13][CH2:14][CH2:15]2)[cH:5][cH:6][c:7]1[Cl:8]. Starting materials: C(=O)(OCC)C=P(C1=CC=CC=C1)(C1=CC=CC=C1)C1=CC=CC=C1 ((carbethoxymethylene)triphenylphosphorane), C/C(=N\[Si](C)(C)C)/O[Si](C)(C)C (N,O-bis(trimethylsilyl)acetamide), C(C1=CC=C(C=C1)OC)(=O)Cl (p-anisoylchloride). Run in C(Cl)Cl (DCM). Conditions: temperature 0 celsius, time 8 hour. The product is COC1=CC=C(C=C1)C(C(C(=O)OCC)=P(C1=CC=CC=C1)(C1=CC=CC=C1)C1=CC=CC=C1)=O (ethyl 3-(4-methoxyphenyl)-3-oxo-2-(triphenylphosphoranylidene)propionate). Reaction SMILES: [C:1]([CH:6]=[P:7]([C:20]1[CH:25]=[CH:24][CH:23]=[CH:22][CH:21]=1)([C:14]1[CH:19]=[CH:18][CH:17]=[CH:16][CH:15]=1)[C:8]1[CH:13]=[CH:12][CH:11]=[CH:10][CH:9]=1)([O:3][CH2:4][CH3:5])=[O:2].C/C(/O[Si](C)(C)C)=N\[Si](C)(C)C.[C:38](Cl)(=[O:47])[C:39]1[CH:44]=[CH:43][C:42]([O:45][CH3:46])=[CH:41][CH:40]=1>C(Cl)Cl>[CH3:46][O:45][C:42]1[CH:43]=[CH:44][C:39]([C:38](=[O:47])[C:6](=[P:7]([C:20]2[CH:25]=[CH:24][CH:23]=[CH:22][CH:21]=2)([C:8]2[CH:13]=[CH:12][CH:11]=[CH:10][CH:9]=2)[C:14]2[CH:15]=[CH:16][CH:17]=[CH:18][CH:19]=2)[C:1]([O:3][CH2:4][CH3:5])=[O:2])=[CH:40][CH:41]=1. Procedure details: To a stirred solution of (carbethoxymethylene)triphenylphosphorane (0.500 g, 1.44 mmol) in DCM (7 ml) under an N2 atmosphere was added N,O-bis(trimethylsilyl)acetamide (0.42 ml, 1.7 mmol). The solution was then cooled to 0° C. and p-anisoylchloride (0.250 g, 1.47 mmol) was added. The reaction mixture was then gradually warmed to room temperature and stirred overnight. The reaction was quenched by the addition of H2O (3 ml) and the aqueous phase was extracted with DCM. The combined organic phases... The reactants are ClC1=NC2=CC=C(C=C2C(=N1)Cl)[N+](=O)[O-] (2,4-dichloro-6-nitro-quinazoline), COC1=CC=C(C=C1)NC ((4-methoxy-phenyl)-methyl-amine), CC(=O)[O-].[Na+] (NaOAc). Solvent: C1CCOC1 (THF), O (water). Conditions: time 18 hour. The product is ClC1=NC2=CC=C(C=C2C(=N1)N(C)C1=CC=C(C=C1)OC)[N+](=O)[O-] ((2-Chloro-6-nitro-quinazolin-4-yl)-(4-methoxy-phenyl)-methyl-amine). The yield is 79.8%. RXN SMILES: [Cl:1][C:2]1[N:11]=[C:10](Cl)[C:9]2[C:4](=[CH:5][CH:6]=[C:7]([N+:13]([O-:15])=[O:14])[CH:8]=2)[N:3]=1.[CH3:16][O:17][C:18]1[CH:23]=[CH:22][C:21]([NH:24][CH3:25])=[CH:20][CH:19]=1.CC([O-])=O.[Na+]>C1COCC1.O>[Cl:1][C:2]1[N:11]=[C:10]([N:24]([C:21]2[CH:22]=[CH:23][C:18]([O:17][CH3:16])=[CH:19][CH:20]=2)[CH3:25])[C:9]2[C:4](=[CH:5][CH:6]=[C:7]([N+:13]([O-:15])=[O:14])[CH:8]=2)[N:3]=1 |f:2.3|. Reported procedure: A mixture of 1.65 g (6.76 mmol) of 2,4-dichloro-6-nitro-quinazoline, 1.02 g (7.44 mmol) of (4-methoxy-phenyl)-methyl-amine, 0.6 g (7.43 mmol) of NaOAc in 6 mL of THF and 6 mL of water was stirred at ambient temperature for 18 hours. The reaction mixture extracted with EtOAc (2×15 mL) and organics were washed with NaHCO3, dried and concentrated. Isolation done by MPLC (0-30% EtOAc/hexanes as eluent) to give 1.86 g of the title compound. 1H NMR (DMSO-d6) δ 8.38-7.13 (7H), 3.84 (s, 3H), 3.59 (s, 3H...